Dataset: the Open Reaction Database (ORD), a public repository of structured organic reaction records. Task: describe an organic reaction: reactants, conditions, products, and yield Starting materials: FC=1C=C(C=C(C1)F)C1=NC=C(C(=O)OC(C)(C)C)C=C1 (tert-butyl 6-(3,5-difluorophenyl)nicotinate), FC(C(=O)O)(F)F (trifluroacetic acid), C1(=CC=CC=C1)C (toluene). The solvent is C(Cl)Cl (DCM). Run at time 8 hour. Product: FC=1C=C(C=C(C1)F)C1=NC=C(C(=O)O)C=C1 (6-(3,5-difluoro-phenyl)-nicotinic acid). The yield is 74.0%. As a reaction SMILES: [F:1][C:2]1[CH:3]=[C:4]([C:9]2[CH:21]=[CH:20][C:12]([C:13]([O:15]C(C)(C)C)=[O:14])=[CH:11][N:10]=2)[CH:5]=[C:6]([F:8])[CH:7]=1.FC(F)(F)C(O)=O.C1(C)C=CC=CC=1>C(Cl)Cl>[F:8][C:6]1[CH:5]=[C:4]([C:9]2[CH:21]=[CH:20][C:12]([C:13]([OH:15])=[O:14])=[CH:11][N:10]=2)[CH:3]=[C:2]([F:1])[CH:7]=1. Procedure: To tert-butyl 6-(3,5-difluorophenyl)nicotinate in DCM (80 mL) was added trifluroacetic acid (20 mL). After stirring at rt overnight, toluene was added (100 mL) and the solvent removed to give the crude product as a white powder. The solid was re-crystallized from MeOH to afford the title compound 1.269 g (74%) as a white solid. 1H NMR (400 MHz, DMSO-d6) □ ppm 9.16 (1H, d, J=1.7 Hz), 8.37 (1 H, dd, J=8.2, 2.0 Hz), 8.23 (1 H, d, J=8.2 Hz), 7.86-7.95 (2H, m), 7.36-7.47 (1H, m).